From a dataset of the Open Reaction Database (ORD), a public repository of structured organic reaction records. describe an organic reaction: reactants, conditions, products, and yield Reactants: CC(Br)C(=O)Br, CCCCOc1cc(C)c(N)c(C)c1, CC(=O)O, O. Product: CCCCOc1cc(C)c(NC(=O)C(C)Br)c(C)c1. RXN SMILES: [Br:15][CH:16]([C:17](=[O:18])[Br:19])[CH3:20].[CH2:1]([CH2:2][CH2:3][CH3:4])[O:5][c:6]1[cH:7][c:8]([CH3:14])[c:9]([NH2:10])[c:11]([CH3:13])[cH:12]1.[CH3:21][C:22](=[O:23])[OH:24].[OH2:25]>>[CH2:1]([CH2:2][CH2:3][CH3:4])[O:5][c:6]1[cH:7][c:8]([CH3:14])[c:9]([NH:10][C:17]([CH:16]([Br:15])[CH3:20])=[O:18])[c:11]([CH3:13])[cH:12]1. Starting materials: N=1N(C=C2C=CC=CC12)C1=C(C(=O)NC(C(C(=O)O)O)CC2=CC=CC=C2)C=CC=N1 (3-(2-(2H-indazol-2-yl)nicotinamido)-2-hydroxy-4-phenylbutanoic acid), C(C)N (ethylamine). Yields the product C(C)NC(C(C(CC1=CC=CC=C1)NC(C1=C(N=CC=C1)N1N=C2C=CC=CC2=C1)=O)O)=O (N-[4-(Ethylamino)-3-hydroxy-4-oxo-1-phenyl-2-butanyl]-2-(2H-indazol-2-yl)nicotinamide). As a reaction SMILES: [N:1]1[N:2]([C:10]2[N:31]=[CH:30][CH:29]=[CH:28][C:11]=2[C:12]([NH:14][CH:15]([CH2:21][C:22]2[CH:27]=[CH:26][CH:25]=[CH:24][CH:23]=2)[CH:16]([OH:20])[C:17](O)=[O:18])=[O:13])[CH:3]=[C:4]2[C:9]=1[CH:8]=[CH:7][CH:6]=[CH:5]2.[CH2:32]([NH2:34])[CH3:33]>>[CH2:32]([NH:34][C:17](=[O:18])[CH:16]([OH:20])[CH:15]([NH:14][C:12](=[O:13])[C:11]1[CH:28]=[CH:29][CH:30]=[N:31][C:10]=1[N:2]1[CH:3]=[C:4]2[C:9]([CH:8]=[CH:7][CH:6]=[CH:5]2)=[N:1]1)[CH2:21][C:22]1[CH:23]=[CH:24][CH:25]=[CH:26][CH:27]=1)[CH3:33]. Reported procedure: The reaction was carried out in analogy to reaction step 1.4 by reacting 3-(2-(2H-indazol-2-yl)nicotinamido)-2-hydroxy-4-phenylbutanoic acid and ethylamine.